This data is from the Open Reaction Database (ORD), a public repository of structured organic reaction records. The task is: describe an organic reaction: reactants, conditions, products, and yield The reactants are [N+](=O)([O-])C=1C=C2C(NCCO2)=C(C1)C(=O)O (3,4- dihydro-7-nitro-2H-1,4-benzoxazine-5-carboxylic acid), C1(=CC=C(C=C1)S(=O)(=O)NC=1C=C2CCCNC2=C(C1)C(=O)O)C (6-p-Toluenesulfonylamino-1,2,3,4-tetrahydroquinoline-8-carboxylic acid). Yields the product C1(=CC=C(C=C1)S(=O)(=O)NC=1C=C2C(NCCO2)=C(C1)C(=O)O)C (3,4-Dihydro-7-p-toluenesulfonylamino-2H-1,4-benzoxazine-5-carboxylic acid). Yield: 5.3%. RXN SMILES: [N+:1]([C:4]1[CH:5]=[C:6]2[O:11][CH2:10][CH2:9][NH:8][C:7]2=[C:12]([C:14]([OH:16])=[O:15])[CH:13]=1)([O-])=O.[C:17]1([CH3:40])[CH:22]=[CH:21][C:20]([S:23](NC2C=C3C(=C(C(O)=O)C=2)NCCC3)(=[O:25])=[O:24])=[CH:19][CH:18]=1>>[C:17]1([CH3:40])[CH:22]=[CH:21][C:20]([S:23]([NH:1][C:4]2[CH:5]=[C:6]3[O:11][CH2:10][CH2:9][NH:8][C:7]3=[C:12]([C:14]([OH:16])=[O:15])[CH:13]=2)(=[O:25])=[O:24])=[CH:19][CH:18]=1. Procedure: The title compound was prepared (5.3% yield) from 3,4- dihydro-7-nitro-2H-1,4-benzoxazine-5-carboxylic acid by the same procedure as in Examples 31 and 32 (b). This compound was recrystallized form ethanol to give colorless crystals, mp 213°-215° C. Reactants: CCNC1(C(N)=O)CNC1, C1CNC1, CC(C)=O, CCN(C(C)C)C(C)C, Clc1ccccc1-c1nn2c(Cl)ccnc2c1I, Cl. Yields the product CCNC1(C(N)=O)CN(c2ccnc3c(I)c(-c4ccccc4Cl)nn23)C1. Reaction SMILES: [CH2:1]([CH3:2])[NH:3][C:4]1([C:8](=[O:9])[NH2:10])[CH2:5][NH:6][CH2:7]1.[CH2:39]1[CH2:40][NH:41][CH2:42]1.[CH3:43][C:44](=[O:45])[CH3:46].[CH:12]([N:13]([CH:14]([CH3:15])[CH3:16])[CH2:17][CH3:18])([CH3:19])[CH3:20].[Cl:21][c:22]1[cH:23][cH:24][n:25][c:26]2[n:27]1[n:28][c:29](-[c:32]1[c:33]([Cl:38])[cH:34][cH:35][cH:36][cH:37]1)[c:30]2[I:31].[ClH:11]>>[CH2:1]([CH3:2])[NH:3][C:4]1([C:8](=[O:9])[NH2:10])[CH2:5][N:6]([c:22]2[cH:23][cH:24][n:25][c:26]3[n:27]2[n:28][c:29](-[c:32]2[c:33]([Cl:38])[cH:34][cH:35][cH:36][cH:37]2)[c:30]3[I:31])[CH2:7]1. The reactants are C(=O)C1=CC=C(C=C1)C1C(C2=NNC(C=3C=CC=C(C23)N1)=O)C1=CC=C(C(=O)N(C)C)C=C1 (4-(8-(4-formylphenyl)-3-oxo-3,7,8,9-tetrahydro-2H-pyrido[4,3,2-de]phthalazin-9-yl)-N,N-dimethylbenzamide), C(C)(=O)O (acetic acid), [BH4-].[Na+] (Sodium borohydride), CNC (dimethylamine). The solvent is C(Cl)Cl (DCM). Conditions: time 8 hour. Yields the product CN(C)CC1=CC=C(C=C1)C1C(C2=NNC(C=3C=CC=C(C23)N1)=O)C1=CC=C(C(=O)N(C)C)C=C1 (4-(8-(4-((Dimethylamino)methyl)phenyl)-3-oxo-3,7,8,9-tetrahydro-2H-pyrido[4,3,2-de]phthalazin-9-yl)-N,N-dimethylbenzamide). Yield: 10.0%. As a reaction SMILES: [CH:1]([C:3]1[CH:8]=[CH:7][C:6]([CH:9]2[NH:21][C:19]3[C:20]4[C:11](=[N:12][NH:13][C:14](=[O:22])[C:15]=4[CH:16]=[CH:17][CH:18]=3)[CH:10]2[C:23]2[CH:33]=[CH:32][C:26]([C:27]([N:29]([CH3:31])[CH3:30])=[O:28])=[CH:25][CH:24]=2)=[CH:5][CH:4]=1)=O.C(O)(=O)C.[CH3:38][NH:39][CH3:40].[BH4-].[Na+]>C(Cl)Cl>[CH3:38][N:39]([CH2:1][C:3]1[CH:4]=[CH:5][C:6]([CH:9]2[NH:21][C:19]3[C:20]4[C:11](=[N:12][NH:13][C:14](=[O:22])[C:15]=4[CH:16]=[CH:17][CH:18]=3)[CH:10]2[C:23]2[CH:24]=[CH:25][C:26]([C:27]([N:29]([CH3:30])[CH3:31])=[O:28])=[CH:32][CH:33]=2)=[CH:7][CH:8]=1)[CH3:40] |f:3.4|. Procedure: To a stirred solution of 4-(8-(4-formylphenyl)-3-oxo-3,7,8,9-tetrahydro-2H-pyrido[4,3,2-de]phthalazin-9-yl)-N,N-dimethylbenzamide (140 mg, 0.32 mmol) in dried DCM (20 mL) was added acetic acid followed by dimethylamine (57 mg, 1.3 mmol). After the addition, the mixture was stirred at room temperature overnight. Then the mixture was cooled to 0° C. Sodium borohydride (102 mg, 0.48 mmol) was added. After the addition, the mixture was stirred at this temperature for 12 hr. DCM was removed under red... Reactants: ClC1=C(C=CC=C1)N1C2=C(C=CC1=O)C(=C(S2)C(=O)O)C2=CC=CC=C2 (7-(2-Chlorophenyl)-6-oxo-3-phenyl-6,7-dihydrothieno[2,3-b]pyridine-2-carboxylic acid), C(=O)(N1C=NC=C1)N1C=NC=C1 (1,1′-carbonyldiimidazole), N (ammonia). Run in CN(C)C=O (DMF). Reaction conditions: time 90 minute. The product is ClC1=C(C=CC=C1)N1C2=C(C=CC1=O)C(=C(S2)C(=O)N)C2=CC=CC=C2 (7-(2-Chlorophenyl)-6-oxo-3-phenyl-6,7-dihydrothieno[2,3-b]pyridine-2-carboxamide). The yield is 84.1%. Reaction SMILES: [Cl:1][C:2]1[CH:7]=[CH:6][CH:5]=[CH:4][C:3]=1[N:8]1[C:13](=[O:14])[CH:12]=[CH:11][C:10]2[C:15]([C:21]3[CH:26]=[CH:25][CH:24]=[CH:23][CH:22]=3)=[C:16]([C:18](O)=[O:19])[S:17][C:9]1=2.C(N1C=CN=C1)([N:29]1C=CN=C1)=O.N>CN(C=O)C>[Cl:1][C:2]1[CH:7]=[CH:6][CH:5]=[CH:4][C:3]=1[N:8]1[C:13](=[O:14])[CH:12]=[CH:11][C:10]2[C:15]([C:21]3[CH:26]=[CH:25][CH:24]=[CH:23][CH:22]=3)=[C:16]([C:18]([NH2:29])=[O:19])[S:17][C:9]1=2. Reported procedure: A mixture of the compound of Example 126 (125 mg, 0.328 mmol) and 1,1′-carbonyldiimidazole (80 mg, 0.49 mmol) in DMF (3 mL) was stirred at r.t. for 90 min. Concentrated ammonia solution (0.5 mL) was added and the mixture stirred for 1 h. Volatiles were removed in vacuo. The residue was treated with 2M HCl(aq) and the resulting solid filtered off and dried. Purification by column chromatography on silica (3% MeOH in DCM) gave the title compound as a pale brown solid (105 mg, 84%). δH (DMSO-d6) 7.... Starting materials: C(C(=O)Cl)(=O)Cl (Oxalyl chloride), N=1C=C(N2C1C=CC=C2)C(=O)O (imidazo[1,2-a]pyridine-3-carboxylic acid), C(C)(C)N(CC)C(C)C (Diisopropylethylamine), C(C)C1=NN(C=2C=CC=C(C12)N)CC1=NC(=CC=C1)C (3-ethyl-((6-methylpyridin-2-yl)methyl)-1H-indazol-4-amine). Solvent: ClCCl (dichloromethane), CN(C=O)C (N,N-dimethylformamide). Yields the product C(C)C1=NN(C2=CC=CC(=C12)NC(=O)C1=CN=C2N1C=CC=C2)CC2=NC(=CC=C2)C (N-(3-Ethyl-1-((6-methylpyridin-2-yl)methyl)-1H-indazol-4-yl)imidazo[1,2-a]pyridine-3-carboxamide). Yield: 26.9%. As a reaction SMILES: [N:1]1[CH:2]=[C:3]([C:10]([OH:12])=O)[N:4]2[CH:9]=[CH:8][CH:7]=[CH:6][C:5]=12.C(Cl)(=O)C(Cl)=O.C(N(C(C)C)CC)(C)C.[CH2:28]([C:30]1[C:38]2[C:37]([NH2:39])=[CH:36][CH:35]=[CH:34][C:33]=2[N:32]([CH2:40][C:41]2[CH:46]=[CH:45][CH:44]=[C:43]([CH3:47])[N:42]=2)[N:31]=1)[CH3:29]>ClCCl.CN(C)C=O>[CH2:28]([C:30]1[C:38]2[C:33](=[CH:34][CH:35]=[CH:36][C:37]=2[NH:39][C:10]([C:3]2[N:4]3[CH:9]=[CH:8][CH:7]=[CH:6][C:5]3=[N:1][CH:2]=2)=[O:12])[N:32]([CH2:40][C:41]2[CH:46]=[CH:45][CH:44]=[C:43]([CH3:47])[N:42]=2)[N:31]=1)[CH3:29]. Procedure details: To a stirred suspension of imidazo[1,2-a]pyridine-3-carboxylic acid (36.5 mg, 0.225 mmol) in dichloromethane (0.6 mL) was added N,N-dimethylformamide. Oxalyl chloride (84.5 μL, 0.169 mmol) was added and the mixture was stirred in a sealed vessel with ice cooling. The cooling was removed and the mixture was stirred for 3 hours with occasional venting to allow gases to escape. Diisopropylethylamine (21.6 μL, 0.124 mmol) and 3-ethyl-((6-methylpyridin-2-yl)methyl)-1H-indazol-4-amine (30 mg, 0.113 mm... Starting materials: Dimethyl[(2-diazo-3-oxo)propyl] phosphonate, C([O-])([O-])=O.[K+].[K+] (potassium carbonate), COCCOCC1=CC=C(C=O)C=C1 (4-(methoxyethoxymethyl)benzaldehyde). Run in CO (methanol). Conditions: time 16 hour. Yields the product C(#C)C1=CC=C(C=C1)COCCOC (1-ethynyl-4-(methoxyethoxymethyl)benzene). Yield: 67.2%. RXN SMILES: [C:1](=O)([O-])[O-].[K+].[K+].[CH3:7][O:8][CH2:9][CH2:10][O:11][CH2:12][C:13]1[CH:20]=[CH:19][C:16]([CH:17]=O)=[CH:15][CH:14]=1>CO>[C:17]([C:16]1[CH:19]=[CH:20][C:13]([CH2:12][O:11][CH2:10][CH2:9][O:8][CH3:7])=[CH:14][CH:15]=1)#[CH:1] |f:0.1.2|. Procedure details: Dimethyl[(2-diazo-3-oxo)propyl] phosphonate was added in 4 portions to a suspension of potassium carbonate (4.96 g, 36 mmol), the product of Step B (3.78 g, 18 mmol), and methanol (50 mL). The reaction was stirred for 16 hours. and concentrated in vacuo. The residue was taken up in ether, washed with water (3×), dried (potassium carbonate), and concentrated. The crude product was purified by silica gel chromatography (hexane:ethyl acetate) to provide the title compound (2.3 g). Starting materials: NC(N)=NC=1SC=C(N1)C=1OC(=CC1)CNC(=S)N (2-(diaminomethyleneamino)-4-(5-thioureidomethylfuran-2-yl)thiazole), ClCC(C)=O (chloroacetone). The solvent is C(C)O (ethanol). The product is NC(N)=NC=1SC=C(N1)C=1OC(=CC1)CNC=1SC=C(N1)C (2-(diaminomethyleneamino)-4-[5-(4-methylthiazol-2-yl)aminomethylfuran-2-yl]thiazole). The yield is 83.6%. As a reaction SMILES: [NH2:1][C:2](=[N:4][C:5]1[S:6][CH:7]=[C:8]([C:10]2[O:11][C:12]([CH2:15][NH:16][C:17]([NH2:19])=[S:18])=[CH:13][CH:14]=2)[N:9]=1)[NH2:3].Cl[CH2:21][C:22](=O)[CH3:23]>C(O)C>[NH2:1][C:2](=[N:4][C:5]1[S:6][CH:7]=[C:8]([C:10]2[O:11][C:12]([CH2:15][NH:16][C:17]3[S:18][CH:21]=[C:22]([CH3:23])[N:19]=3)=[CH:13][CH:14]=2)[N:9]=1)[NH2:3]. Procedure: A suspension of 2-(diaminomethyleneamino)-4-(5-thioureidomethylfuran-2-yl)thiazole (0.70 g) and chloroacetone (0.22 g) in ethanol (15 ml) was refluxed for 4 hours with stirring. The solvent was evaporated in vacuo and the residue was recrystallized from a mixture of methanol and diisopropyl ether to afford 2-(diaminomethyleneamino)-4-[5-(4-methylthiazol-2-yl)aminomethylfuran-2-yl]thiazole (0.66 g). Reactants: C(C)(=O)C=1N=C(NC1C#N)CCCC (4-acetyl-2-butylimidazole-5-carbonitrile), C(CC)C=1NC(=C(N1)C#N)C#N (2-propylimidazole-4,5-dicarbonitrile), C(CC)[Mg]Br (propylmagnesium bromide). Yields the product C(CCC)(=O)C=1N=C(NC1C#N)CCC (4-Butyryl-2-propylimidazole-5-carbonitrile). The yield is 49.8%. Reaction SMILES: [C:1]([C:4]1[N:5]=[C:6]([CH2:11][CH2:12][CH2:13]C)[NH:7][C:8]=1[C:9]#[N:10])(=[O:3])[CH3:2].[CH2:15](C1NC(C#N)=C(C#N)N=1)[CH2:16]C.C([Mg]Br)CC>>[C:1]([C:4]1[N:5]=[C:6]([CH2:11][CH2:12][CH3:13])[NH:7][C:8]=1[C:9]#[N:10])(=[O:3])[CH2:2][CH2:15][CH3:16]. Procedure: Following a procedure similar to that described in Preparation 24(i), but using 2-propylimidazole-4,5-dicarbonitrile (prepared as described in Preparation 10) and propylmagnesium bromide, the title compound, melting at 94°-95° C., was obtained in a 49.8% yield.